This data is from the Open Reaction Database (ORD), a public repository of structured organic reaction records. The task is: describe an organic reaction: reactants, conditions, products, and yield As a reaction SMILES: [C:1]([CH3:2])(=[O:3])[c:4]1[c:5]([OH:14])[cH:6][cH:7][c:8]([C:10]([CH3:11])([CH3:12])[CH3:13])[cH:9]1.[CH3:22][C:23](=[O:24])[OH:25].[OH:15][CH2:16][NH:17][C:18]([CH2:19][Cl:20])=[O:21].[S:26](=[O:27])(=[O:28])([OH:29])[OH:30]>>[C:1]([CH3:2])(=[O:3])[c:4]1[c:5]([OH:14])[c:6]([CH2:16][NH:17][C:18]([CH2:19][Cl:20])=[O:21])[cH:7][c:8]([C:10]([CH3:11])([CH3:12])[CH3:13])[cH:9]1. The product is CC(=O)c1cc(C(C)(C)C)cc(CNC(=O)CCl)c1O. Starting materials: CC(=O)c1cc(C(C)(C)C)ccc1O, CC(=O)O, O=C(CCl)NCO, O=S(=O)(O)O. Reactants: C(=O)([O-])[O-].[K+].[K+] (K2CO3), TiCl3, ClC=1C=C(C=CC1)C=1ON=C2C1C=C(C=C2)C(O)(C2=CN=CN2C)C2=CC=C(C=C2)Cl ((±)-3-(3-chlorophenyl)-α-(4-chlorophenyl)-α-(1-methyl-1H-imidazol-5-yl)-2,1-benzisoxazole-5-methanol). The solvent is O (H2O), C1CCOC1 (THF). Run at time 90 minute. Product: NC1=C(C=C(C=C1)C(C1=CN=CN1C)(O)C1=CC=C(C=C1)Cl)C(=O)C1=CC(=CC=C1)Cl ((±)-[2-amino-5-[(4-chlorophenyl)hydroxy(1-methyl-1H-imidazol-5-yl)methyl]phenyl](3-chlorophenyl)methanone). Yield: 49.0%. Reaction SMILES: [Cl:1][C:2]1[CH:3]=[C:4]([C:8]2[O:9][N:10]=[C:11]3[CH:16]=[CH:15][C:14]([C:17]([C:25]4[CH:30]=[CH:29][C:28]([Cl:31])=[CH:27][CH:26]=4)([C:19]4[N:23]([CH3:24])[CH:22]=[N:21][CH:20]=4)[OH:18])=[CH:13][C:12]=23)[CH:5]=[CH:6][CH:7]=1.C([O-])([O-])=O.[K+].[K+]>O.C1COCC1>[NH2:10][C:11]1[CH:16]=[CH:15][C:14]([C:17]([C:25]2[CH:26]=[CH:27][C:28]([Cl:31])=[CH:29][CH:30]=2)([OH:18])[C:19]2[N:23]([CH3:24])[CH:22]=[N:21][CH:20]=2)=[CH:13][C:12]=1[C:8]([C:4]1[CH:5]=[CH:6][CH:7]=[C:2]([Cl:1])[CH:3]=1)=[O:9] |f:1.2.3|. Procedure details: TiCl3/15% in H2O (200 ml) was added at room temperature to a solution of intermediate (6-c) (38 g) in THF (300 ml). The mixture was stirred at room temperature for 90 minutes. The mixture was poured out on ice, basified with K2CO3, filtered over celite, washed with ethyl acetate and decanted. The organic layer was dried, filtered and the solvent was evaporated. The residue was purified by column chromatography over silica gel (eluent: CH2Cl2/CH3OH/NH4OH 97/3/0.1 and 95/5/0.1), yielding 18.7 g (4... Yields the product C1(CC1)COC=1C(=CC=C2C(=CC(NC12)=O)NC1=C(C=NC=C1C)C)OC (8-(cyclopropylmethoxy)-4-(3,5-dimethylpyridin-4-ylamino)-7-methoxyquinolin-2(1H)-one). Reported procedure: A mixture of 4-amino-8-(cyclopropylmethoxy)-7-methoxyquinolin-2(1H)-one (500 mg, 1.92 mmol), 4-bromo-3,5-dimethylpyridine (350 mg, 1.88 mmol), Pd2(dba)3 (88 mg, 0.19 mmol Pd), 2-dicyclohexylphosphino-2′,4′,6′-triisopropylbiphenyl (XPhos) (181 mg, 0.38 mmol), sodium tert-butoxide (370 mg, 3.85 mmol), and toluene (20 mL) was heated at 110° C. for 3 h under N2, and then allowed to cool to room temperature. The reaction was filtered and washed with 5% methanol in dichloromethane (500 mL×3). The filt... The reagents and catalysts are C=1C=CC(=CC1)/C=C/C(=O)/C=C/C2=CC=CC=C2.C=1C=CC(=CC1)/C=C/C(=O)/C=C/C2=CC=CC=C2.C=1C=CC(=CC1)/C=C/C(=O)/C=C/C2=CC=CC=C2.[Pd].[Pd] (Pd2(dba)3). Starting materials: NC1=CC(NC2=C(C(=CC=C12)OC)OCC1CC1)=O (4-amino-8-(cyclopropylmethoxy)-7-methoxyquinolin-2(1H)-one), BrC1=C(C=NC=C1C)C (4-bromo-3,5-dimethylpyridine), C1(CCCCC1)P(C1=C(C=CC=C1)C1=C(C=C(C=C1C(C)C)C(C)C)C(C)C)C1CCCCC1 (2-dicyclohexylphosphino-2′,4′,6′-triisopropylbiphenyl), CC(C)([O-])C.[Na+] (sodium tert-butoxide). Run in C1(=CC=CC=C1)C (toluene). RXN SMILES: [NH2:1][C:2]1[C:11]2[C:6](=[C:7]([O:14][CH2:15][CH:16]3[CH2:18][CH2:17]3)[C:8]([O:12][CH3:13])=[CH:9][CH:10]=2)[NH:5][C:4](=[O:19])[CH:3]=1.Br[C:21]1[C:26]([CH3:27])=[CH:25][N:24]=[CH:23][C:22]=1[CH3:28].C1(P(C2CCCCC2)C2C=CC=CC=2C2C(C(C)C)=CC(C(C)C)=CC=2C(C)C)CCCCC1.CC(C)([O-])C.[Na+]>C1C=CC(/C=C/C(/C=C/C2C=CC=CC=2)=O)=CC=1.C1C=CC(/C=C/C(/C=C/C2C=CC=CC=2)=O)=CC=1.C1C=CC(/C=C/C(/C=C/C2C=CC=CC=2)=O)=CC=1.[Pd].[Pd].C1(C)C=CC=CC=1>[CH:16]1([CH2:15][O:14][C:7]2[C:8]([O:12][CH3:13])=[CH:9][CH:10]=[C:11]3[C:6]=2[NH:5][C:4](=[O:19])[CH:3]=[C:2]3[NH:1][C:21]2[C:26]([CH3:27])=[CH:25][N:24]=[CH:23][C:22]=2[CH3:28])[CH2:17][CH2:18]1 |f:3.4,5.6.7.8.9|. The yield is 23.3%. Run at temperature 110 celsius.